From a dataset of the Open Reaction Database (ORD), a public repository of structured organic reaction records. describe an organic reaction: reactants, conditions, products, and yield The reactants are Cl (hydrochloric acid), NC1=CC=NC=C1 (4-aminopyridine), [H-].[Li+] (lithium hydride), CSC=1N=CC2=C(N1)N(C(C(=C2)C2=CC(=CC(=C2)OC)OC)=O)CC (2-(methylsulfanyl)-6-(3,5-dimethoxyphenyl)-8-ethyl-8H-pyrido[2,3-d]pyrimidin-7-one). The solvent is O (water), O1CCCC1 (tetrahydrofuran), O (water), C(C)#N (acetonitrile), O1CCCC1 (tetrahydrofuran). Run at temperature 50 celsius, time 16 hour. Product: Cl.N1=CC=C(C=C1)NC=1N=CC2=C(N1)N(C(C(=C2)C2=CC(=CC(=C2)OC)OC)=O)CC (2-(pyridin-4-ylamino)-6-(3,5-dimethoxyphenyl)-8-ethyl-8H-pyrido[2,3-d]pyrimidin-7-one hydrochloride). The yield is 92.0%. As a reaction SMILES: [NH2:1][C:2]1[CH:7]=[CH:6][N:5]=[CH:4][CH:3]=1.[H-].[Li+].CS[C:12]1[N:13]=[CH:14][C:15]2[CH:21]=[C:20]([C:22]3[CH:27]=[C:26]([O:28][CH3:29])[CH:25]=[C:24]([O:30][CH3:31])[CH:23]=3)[C:19](=[O:32])[N:18]([CH2:33][CH3:34])[C:16]=2[N:17]=1.[ClH:35]>O1CCCC1.O.C(#N)C>[ClH:35].[N:5]1[CH:6]=[CH:7][C:2]([NH:1][C:12]2[N:13]=[CH:14][C:15]3[CH:21]=[C:20]([C:22]4[CH:23]=[C:24]([O:30][CH3:31])[CH:25]=[C:26]([O:28][CH3:29])[CH:27]=4)[C:19](=[O:32])[N:18]([CH2:33][CH3:34])[C:16]=3[N:17]=2)=[CH:3][CH:4]=1 |f:1.2,8.9|. Reported procedure: To a solution of 88 g (0.93 mol) of 4-aminopyridine in 1 L of tetrahydrofuran was added 21.2 g (2.67 mol) of lithium hydride. The reaction mixture was heated to 50° C. for 1 hour. To the stirred reaction mixture was added a solution of 318 g (0.89 mol) of 2-(methylsulfanyl)-6-(3,5-dimethoxyphenyl)-8-ethyl-8H-pyrido[2,3-d]pyrimidin-7-one in 1.8 L of tetrahydrofuran. The reaction solution was heated at reflux for 24 hours, and then cooled to 50° C. The reaction mixture was diluted by the slow addi... Reactants: CN(C)C(=N)N(C)C, CO, Cl, CC(N)C(Oc1ccc2c(cnn2-c2ccc(F)cc2)c1)c1ccc2ccccc2c1, CCOC(=O)C(F)(F)F. Product: CC(NC(=O)C(F)(F)F)C(Oc1ccc2c(cnn2-c2ccc(F)cc2)c1)c1ccc2ccccc2c1. RXN SMILES: [CH3:33][N:34]([CH3:35])[C:36]([N:37]([CH3:38])[CH3:39])=[NH:40].[CH3:50][OH:51].[ClH:1].[F:2][c:3]1[cH:4][cH:5][c:6](-[n:9]2[n:10][cH:11][c:12]3[cH:13][c:14]([O:18][CH:19]([CH:20]([CH3:21])[NH2:22])[c:23]4[cH:24][c:25]5[cH:26][cH:27][cH:28][cH:29][c:30]5[cH:31][cH:32]4)[cH:15][cH:16][c:17]23)[cH:7][cH:8]1.[F:41][C:42]([C:43](=[O:44])[O:45][CH2:46][CH3:47])([F:48])[F:49]>>[F:2][c:3]1[cH:4][cH:5][c:6](-[n:9]2[n:10][cH:11][c:12]3[cH:13][c:14]([O:18][CH:19]([CH:20]([CH3:21])[NH:22][C:43]([C:42]([F:41])([F:48])[F:49])=[O:44])[c:23]4[cH:24][c:25]5[cH:26][cH:27][cH:28][cH:29][c:30]5[cH:31][cH:32]4)[cH:15][cH:16][c:17]23)[cH:7][cH:8]1. Reactants: COC(C(S(=O)(=O)F)(F)F)=O (methyl-2,2-difluoro-2-(fluorosulfonyl)acetate), [Li+].[OH-] (LiOH). Run in O (water). Product: FC(C(=O)[O-])(S(=O)(=O)O)F.[Li+] (lithium difluorosulfoacetate). Reaction SMILES: C[O:2][C:3](=[O:11])[C:4]([F:10])([F:9])[S:5](F)(=[O:7])=[O:6].[Li+:12].[OH-:13]>O>[F:9][C:4]([F:10])([S:5]([OH:13])(=[O:7])=[O:6])[C:3]([O-:2])=[O:11].[Li+:12] |f:1.2,4.5|. Procedure details: In the first step, methyl-2,2-difluoro-2-(fluorosulfonyl)acetate (56.6 g, 0.29 mol) was added dropwise to an aqueous solution of 23.1 g (0.96 mol) LiOH in 200 mL of water at 0° C. After completing the addition, the reaction mixture was warmed gradually to room temperature and then heated to reflux for 16 h. The mixture was cooled to room temperature and insoluble inorganic salts were removed by filtration. The filtrate was acidified by slow addition of 5N HCl to a pH of 1. Water was distilled of... Reactants: O=C(c1ccccc1)N1CCc2[nH]c3cccc(Br)c3c2CC1, O=C([O-])[O-], Cc1ccccc1C, [Cs+], [Cs+], Oc1ccccc1. The product is O=C(c1ccccc1)N1CCc2[nH]c3cccc(Oc4ccccc4)c3c2CC1. RXN SMILES: [C:1]([c:2]1[cH:3][cH:4][cH:5][cH:6][cH:7]1)(=[O:8])[N:9]1[CH2:10][CH2:11][c:12]2[nH:13][c:14]3[cH:15][cH:16][cH:17][c:18]([Br:23])[c:19]3[c:20]2[CH2:21][CH2:22]1.[C:31](=[O:32])([O-:33])[O-:34].[CH3:37][c:38]1[c:39]([CH3:40])[cH:41][cH:42][cH:43][cH:44]1.[Cs+:35].[Cs+:36].[OH:24][c:25]1[cH:26][cH:27][cH:28][cH:29][cH:30]1>>[C:1]([c:2]1[cH:3][cH:4][cH:5][cH:6][cH:7]1)(=[O:8])[N:9]1[CH2:10][CH2:11][c:12]2[nH:13][c:14]3[cH:15][cH:16][cH:17][c:18]([O:24][c:25]4[cH:26][cH:27][cH:28][cH:29][cH:30]4)[c:19]3[c:20]2[CH2:21][CH2:22]1. Starting materials: ClCC=1NC(C2=C(N1)C=CS2)=O (2-(chloromethyl)thieno[3,2-d]-pyrimidine-4(3H)-one), ClC=1C(=CC(=C(C1)CCC1(CC(CC(O1)=O)=O)C1CCCC1)OC)OC (6-[2-(5-chloro-2,4-dimethoxyphenyl)ethyl]-6-cyclopentyldihydro-2H-pyran-2,4(3H)-dione). The product is ClC=1C(=CC(=C(C1)CCC1(CC(=C(C(O1)=O)CC=1NC(C2=C(N1)C=CS2)=O)O)C2CCCC2)OC)OC (2-({6-[2-(5-Chloro-2,4-dimethoxyphenyl)ethyl]-6-cyclopentyl-4-hydroxy-2-oxo-5,6-dihydro-2H-pyran-3-yl}methyl)thieno[3,2-d]pyrimidin-4(3H)-one). Isolated yield 20.0%. RXN SMILES: Cl[CH2:2][C:3]1[NH:4][C:5](=[O:12])[C:6]2[S:11][CH:10]=[CH:9][C:7]=2[N:8]=1.[Cl:13][C:14]1[C:15]([O:37][CH3:38])=[CH:16][C:17]([O:35][CH3:36])=[C:18]([CH2:20][CH2:21][C:22]2([CH:30]3[CH2:34][CH2:33][CH2:32][CH2:31]3)[O:27][C:26](=[O:28])[CH2:25][C:24](=[O:29])[CH2:23]2)[CH:19]=1>>[Cl:13][C:14]1[C:15]([O:37][CH3:38])=[CH:16][C:17]([O:35][CH3:36])=[C:18]([CH2:20][CH2:21][C:22]2([CH:30]3[CH2:34][CH2:33][CH2:32][CH2:31]3)[O:27][C:26](=[O:28])[C:25]([CH2:2][C:3]3[NH:4][C:5](=[O:12])[C:6]4[S:11][CH:10]=[CH:9][C:7]=4[N:8]=3)=[C:24]([OH:29])[CH2:23]2)[CH:19]=1. Procedure details: The title compound was prepared as described in Example B(53), using 2-(chloromethyl)thieno[3,2-d]-pyrimidine-4(3H)-one (Example B(56), Step 1) in place of 5-(chloromethyl)-1,3-dimethyl-1H-1,2,4-triazole, and using 6-[2-(5-chloro-2,4-dimethoxyphenyl)ethyl]-6-cyclopentyldihydro-2H-pyran-2,4(3H)-dione in place of 6-[2-(3-chloro-4-methoxyphenyl)ethyl]-6-cyclopentyldihydro-2H-pyran-2,4(3H)-dione. Yield: 20%.